Dataset: the Open Reaction Database (ORD), a public repository of structured organic reaction records. Task: describe an organic reaction: reactants, conditions, products, and yield The reactants are COc1ccc(C(=O)N2c3ccccc3C(O)CC2C)cc1OC, CCCC(=O)Nc1ccc2c(c1)CCCN2. Yields the product CCCC(=O)Nc1ccc2c(c1)CCCN2C1CC(C)N(C(=O)c2ccc(OC)c(OC)c2)c2ccccc21. RXN SMILES: [CH3:1][O:2][c:3]1[cH:4][c:5]([C:6](=[O:7])[N:8]2[CH:9]([CH3:19])[CH2:10][CH:11]([OH:18])[c:12]3[cH:13][cH:14][cH:15][cH:16][c:17]32)[cH:20][cH:21][c:22]1[O:23][CH3:24].[NH:25]1[CH2:26][CH2:27][CH2:28][c:29]2[cH:30][c:31]([NH:35][C:36]([CH2:37][CH2:38][CH3:39])=[O:40])[cH:32][cH:33][c:34]21>>[CH3:1][O:2][c:3]1[cH:4][c:5]([C:6](=[O:7])[N:8]2[CH:9]([CH3:19])[CH2:10][CH:11]([N:25]3[CH2:26][CH2:27][CH2:28][c:29]4[cH:30][c:31]([NH:35][C:36]([CH2:37][CH2:38][CH3:39])=[O:40])[cH:32][cH:33][c:34]43)[c:12]3[cH:13][cH:14][cH:15][cH:16][c:17]32)[cH:20][cH:21][c:22]1[O:23][CH3:24].